This data is from the Open Reaction Database (ORD), a public repository of structured organic reaction records. The task is: describe an organic reaction: reactants, conditions, products, and yield Starting materials: CO, NN, CC(O)C(O)C(O)C(O)C=O, O. Product: CC(O)C(O)C(O)C(O)C=NN. RXN SMILES: [CH3:15][OH:16].[NH2:13][NH2:14].[O:1]=[CH:2][CH:3]([OH:4])[CH:5]([OH:6])[CH:7]([OH:8])[CH:9]([OH:10])[CH3:11].[OH2:12]>>[CH:2]([CH:3]([OH:4])[CH:5]([OH:6])[CH:7]([OH:8])[CH:9]([OH:10])[CH3:11])=[N:13][NH2:14]. Reactants: C, CC(=O)O, COc1ccc(C(O)c2cccnc2OC)cc1, [Pd]. The product is COc1ccc(Cc2cccnc2OC)cc1. Reaction SMILES: [C:23].[CH3:19][C:20](=[O:21])[OH:22].[CH3:1][O:2][c:3]1[cH:4][cH:5][c:6]([CH:9]([OH:10])[c:11]2[c:12]([O:17][CH3:18])[n:13][cH:14][cH:15][cH:16]2)[cH:7][cH:8]1.[Pd:24]>>[CH3:1][O:2][c:3]1[cH:4][cH:5][c:6]([CH2:9][c:11]2[c:12]([O:17][CH3:18])[n:13][cH:14][cH:15][cH:16]2)[cH:7][cH:8]1. Reactants: Cn1ccnc1COc1cccc(-c2nc(Nc3ccc4c(cnn4C(=O)OC(C)(C)C)c3)c3ccccc3n2)c1, ClCCl. Yields the product Cn1ccnc1COc1cccc(-c2nc(Nc3ccc4[nH]ncc4c3)c3ccccc3n2)c1. Reaction SMILES: [CH3:1][n:2]1[c:3]([CH2:7][O:8][c:9]2[cH:10][c:11](-[c:15]3[n:16][c:17]4[cH:18][cH:19][cH:20][cH:21][c:22]4[c:23]([NH:25][c:26]4[cH:27][c:28]5[cH:29][n:30][n:31]([C:35]([O:36][C:37]([CH3:38])([CH3:39])[CH3:40])=[O:41])[c:32]5[cH:33][cH:34]4)[n:24]3)[cH:12][cH:13][cH:14]2)[n:4][cH:5][cH:6]1.[Cl:42][CH2:43][Cl:44]>>[CH3:1][n:2]1[c:3]([CH2:7][O:8][c:9]2[cH:10][c:11](-[c:15]3[n:16][c:17]4[cH:18][cH:19][cH:20][cH:21][c:22]4[c:23]([NH:25][c:26]4[cH:27][c:28]5[cH:29][n:30][nH:31][c:32]5[cH:33][cH:34]4)[n:24]3)[cH:12][cH:13][cH:14]2)[n:4][cH:5][cH:6]1. Starting materials: OC1=C(C(=O)O)C=CC(=C1)O (2,4-dihydroxybenzoic acid), [OH-].[Na+] (sodium hydroxide), C1=C(OC=C(C1=O)O)CCl (chlorokojic acid). Product: OC=1C=C(C(=O)OCC=2OC=C(C(C2)=O)O)C=CC1O (2-(3,4-dihydroxybenzoyl)oxymethyl-5-hydroxy-4H-pyran-4-one). The yield is 82.3%. Reaction SMILES: O[C:2]1[CH:10]=[C:9]([OH:11])[CH:8]=[CH:7][C:3]=1[C:4]([OH:6])=[O:5].[OH-:12].[Na+].[CH:14]1[C:19](=[O:20])[C:18]([OH:21])=[CH:17][O:16][C:15]=1[CH2:22]Cl>>[OH:12][C:10]1[CH:2]=[C:3]([CH:7]=[CH:8][C:9]=1[OH:11])[C:4]([O:6][CH2:22][C:15]1[O:16][CH:17]=[C:18]([OH:21])[C:19](=[O:20])[CH:14]=1)=[O:5] |f:1.2|. Procedure: By following the procedure of Example 1 by employing 4.22 g(27.4 mmole) of 2,4-dihydroxybenzoic acid, 1.1 g (27.5 mmole) of sodium hydroxide and 4 g(24.9 mmole) of chlorokojic acid, there was obtained 5.7 g(85.3%) of 2-(3,4-dihydroxybenzoyl)oxymethyl-5-hydroxy-4H-pyran-4-one as a solid.